This data is from the Open Reaction Database (ORD), a public repository of structured organic reaction records. The task is: describe an organic reaction: reactants, conditions, products, and yield Reactants: CN(C)C=O, O, CC(C)Cc1ccc(C(N)=NO)cc1, O=C(O)c1ccc(CO)cc1. Product: CC(C)Cc1ccc(C(N)=NOC(=O)c2ccc(CO)cc2)cc1. RXN SMILES: [O:12]=[CH:13][N:14]([CH3:15])[CH3:16].[OH2:31].[OH:17][N:18]=[C:19]([c:20]1[cH:21][cH:22][c:23]([CH2:26][CH:27]([CH3:28])[CH3:29])[cH:24][cH:25]1)[NH2:30].[OH:1][CH2:2][c:3]1[cH:4][cH:5][c:6]([C:7](=[O:8])[OH:9])[cH:10][cH:11]1>>[OH:1][CH2:2][c:3]1[cH:4][cH:5][c:6]([C:7](=[O:8])[O:9][N:18]=[C:19]([c:20]2[cH:21][cH:22][c:23]([CH2:26][CH:27]([CH3:28])[CH3:29])[cH:24][cH:25]2)[NH2:30])[cH:10][cH:11]1. Reactants: Sc1ccccc1Br, CCOC(C)=O, [H-], [Na+], CN(C)C=O, O, O=S(=O)(C=CC(=Nc1ccccc1)Oc1ccccc1)c1ccccc1. Product: Brc1ccccc1SC=CC(=Nc1ccccc1)Oc1ccccc1. RXN SMILES: [Br:8][c:9]1[c:10]([SH:15])[cH:11][cH:12][cH:13][cH:14]1.[CH3:42][CH2:43][O:44][C:45](=[O:46])[CH3:47].[H-:1].[Na+:2].[O:3]=[CH:4][N:5]([CH3:6])[CH3:7].[OH2:48].[c:16]1([N:22]=[C:23]([CH:24]=[CH:25][S:26]([c:27]2[cH:28][cH:29][cH:30][cH:31][cH:32]2)(=[O:33])=[O:34])[O:35][c:36]2[cH:37][cH:38][cH:39][cH:40][cH:41]2)[cH:17][cH:18][cH:19][cH:20][cH:21]1>>[Br:8][c:9]1[c:10]([S:15][CH:25]=[CH:24][C:23](=[N:22][c:16]2[cH:17][cH:18][cH:19][cH:20][cH:21]2)[O:35][c:36]2[cH:37][cH:38][cH:39][cH:40][cH:41]2)[cH:11][cH:12][cH:13][cH:14]1. The reactants are COC(=O)C=P(c1ccccc1)(c1ccccc1)c1ccccc1, CO, CC(C)n1c(C=O)c(-c2ccc(F)cc2)c2ccccc21. Product: COC(=O)C=Cc1c(-c2ccc(F)cc2)c2ccccc2n1C(C)C. As a reaction SMILES: [C:22](=[O:23])([O:24][CH3:25])[CH:26]=[P:27]([c:28]1[cH:29][cH:30][cH:31][cH:32][cH:33]1)([c:34]1[cH:35][cH:36][cH:37][cH:38][cH:39]1)[c:40]1[cH:41][cH:42][cH:43][cH:44][cH:45]1.[CH3:46][OH:47].[F:1][c:2]1[cH:3][cH:4][c:5](-[c:8]2[c:9]([CH:20]=[O:21])[n:10]([CH:17]([CH3:18])[CH3:19])[c:11]3[cH:12][cH:13][cH:14][cH:15][c:16]23)[cH:6][cH:7]1>>[F:1][c:2]1[cH:3][cH:4][c:5](-[c:8]2[c:9]([CH:20]=[CH:26][C:22](=[O:23])[O:24][CH3:25])[n:10]([CH:17]([CH3:18])[CH3:19])[c:11]3[cH:12][cH:13][cH:14][cH:15][c:16]23)[cH:6][cH:7]1. Starting materials: CO, Ic1ccc2c(c1)OCO2. The product is c1ccc2c(c1)OCO2. RXN SMILES: [CH3:11][OH:12].[I:1][c:2]1[cH:3][c:4]2[c:5]([cH:6][cH:7]1)[O:8][CH2:9][O:10]2>>[cH:2]1[cH:3][c:4]2[c:5]([cH:6][cH:7]1)[O:8][CH2:9][O:10]2. Reactants: BrC=1C=CC(=C(C1)[N+](=O)[O-])C1CCOCC1 (5-bromo-2-(tetrahydropyran-4-yl)nitrobenzene), C(C)(=O)O (acetic acid). The reagents and catalysts are [Fe] (iron). Reaction conditions: time 15 minute. Yields the product BrC=1C=CC(=C(N)C1)NC1CCOCC1 (5-bromo-2-(tetrahydropyran-4-yl)aminoaniline). The yield is 85.4%. As a reaction SMILES: [Br:1][C:2]1[CH:3]=[CH:4][C:5](C2CCOCC2)=[C:6]([N+:8]([O-])=O)[CH:7]=1.[C:17]([OH:20])(=O)[CH3:18]>[Fe]>[Br:1][C:2]1[CH:3]=[CH:4][C:5]([NH:8][CH:6]2[CH2:18][CH2:17][O:20][CH2:4][CH2:5]2)=[C:6]([CH:7]=1)[NH2:8]. Reported procedure: A 3-neck flask was charged with 5-bromo-2-(tetrahydropyran-4-yl)nitrobenzene (see Working Example 18-1) (3.54 g, 11.8 mmol) and 10% aqueous acetic acid solution (65 mL), after which electrolytic iron (6.56 g, 118 mmol) was added and this was refluxed with stirring for 15 minutes. After this was allowed to cool to room temperature, the insoluble material was filtered off through Celite, and this same layer was further washed with 10% aqueous acetic acid solution (65 mL). The filtrate and the wash...